From a dataset of the Open Reaction Database (ORD), a public repository of structured organic reaction records. describe an organic reaction: reactants, conditions, products, and yield Starting materials: C(C)(=O)O[C@H]1[C@@H](O[C@@H]([C@H]([C@@H]1OC(C)=O)OC(C)=O)OC)C1=CC(=C(C=C1)Cl)CC1=CC=C(C=C1)OCC=O ((2S,3S,4R,5S,6S)-2-(4-chloro-3-(4-(2-oxoethoxy)benzyl)phenyl)-6-methoxytetrahydro-2H-pyran-3,4,5-triyl triacetate), N1=CC=CC=C1 (pyridine), C(C)(=O)[O-].[Na+] (sodium acetate), Cl.CON (O-methylhydroxylamine hydrochloride). Solvent: C(C)O (ethanol). Yields the product C(C)(=O)O[C@H]1[C@@H](O[C@@H]([C@H]([C@@H]1OC(C)=O)OC(C)=O)OC)C1=CC(=C(C=C1)Cl)CC1=CC=C(C=C1)OCC=NOC ((2S,3S,4R,5S,6S)-2-(4-chloro-3-(4-(2-(methoxyimino)ethoxy)benzyl)phenyl)-6-methoxytetrahydro-2H-pyran-3,4,5-triyl triacetate). Yield: 66.4%. As a reaction SMILES: [C:1]([O:4][C@@H:5]1[C@@H:10]([O:11][C:12](=[O:14])[CH3:13])[C@H:9]([O:15][C:16](=[O:18])[CH3:17])[C@@H:8]([O:19][CH3:20])[O:7][C@H:6]1[C:21]1[CH:26]=[CH:25][C:24]([Cl:27])=[C:23]([CH2:28][C:29]2[CH:34]=[CH:33][C:32]([O:35][CH2:36][CH:37]=O)=[CH:31][CH:30]=2)[CH:22]=1)(=[O:3])[CH3:2].N1C=CC=CC=1.C([O-])(=O)C.[Na+].Cl.[CH3:51][O:52][NH2:53]>C(O)C>[C:1]([O:4][C@@H:5]1[C@@H:10]([O:11][C:12](=[O:14])[CH3:13])[C@H:9]([O:15][C:16](=[O:18])[CH3:17])[C@@H:8]([O:19][CH3:20])[O:7][C@H:6]1[C:21]1[CH:26]=[CH:25][C:24]([Cl:27])=[C:23]([CH2:28][C:29]2[CH:34]=[CH:33][C:32]([O:35][CH2:36][CH:37]=[N:53][O:52][CH3:51])=[CH:31][CH:30]=2)[CH:22]=1)(=[O:3])[CH3:2] |f:2.3,4.5|. Procedure details: To a solution of (2S,3S,4R,5S,6S)-2-(4-chloro-3-(4-(2-oxoethoxy)benzyl)phenyl)-6-methoxytetrahydro-2H-pyran-3,4,5-triyl triacetate (200 mg, 0.365 mmol), in ethanol (10 mL) under nitrogen atmosphere, were added pyridine (0.147 mL, 1.82 mmol), sodium acetate (299 mg, 3.65 mmol) and O-methylhydroxylamine hydrochloride (152 mg, 1.82 mmol). The reaction mixture was refluxed for 5 h. After completion of the reaction as confirmed by TLC, the solvent was evaporated. The crude compound was extracted with... The reactants are O=C1CCC(=O)N1Br, CC(=O)Oc1cccc(-c2cn3c(n2)sc2ccccc23)c1, ClC(Cl)Cl. The product is CC(=O)Oc1cccc(-c2nc3sc4ccccc4n3c2Br)c1. RXN SMILES: [Br:23][N:24]1[C:25](=[O:26])[CH2:27][CH2:28][C:29]1=[O:30].[C:1]([CH3:2])(=[O:3])[O:4][c:5]1[cH:6][c:7](-[c:11]2[n:12][c:13]3[s:14][c:15]4[c:16]([n:17]3[cH:18]2)[cH:19][cH:20][cH:21][cH:22]4)[cH:8][cH:9][cH:10]1.[CH:31]([Cl:32])([Cl:33])[Cl:34]>>[C:1]([CH3:2])(=[O:3])[O:4][c:5]1[cH:6][c:7](-[c:11]2[n:12][c:13]3[s:14][c:15]4[c:16]([n:17]3[c:18]2[Br:23])[cH:19][cH:20][cH:21][cH:22]4)[cH:8][cH:9][cH:10]1. The reactants are C(C)(C)(C)OC(NC1(CCC1)C1=CC=C(C=C1)C=1C(=CC2=C(OCC(N2CCC#N)=O)N1)C1=CC=CC=C1)=O (tert-butyl(1-(4-(1-(2-cyanoethyl)-2-oxo-7-phenyl-2,3-dihydro-1H-pyrido[2,3-b][1,4]oxazin-6-yl)phenyl)cyclobutyl)carbamate), O=C1NC2=C(OC1)N=C(C(=C2)C2=CC=CC=C2)C2=CC=C(C=C2)C2(CCC2)NC(OC(C)(C)C)=O (tert-butyl 1-(4-(2-oxo-7-phenyl-2,3-dihydro-1H-pyrido[2,3-b][1,4]oxazin-6-yl)phenyl)cyclobutylcarbamate), BrCCCCC#N (5-bromopentanenitrile). Yields the product C(C)(C)(C)OC(NC1(CCC1)C1=CC=C(C=C1)C=1C(=CC2=C(OCC(N2CCCCC#N)=O)N1)C1=CC=CC=C1)=O (tert-butyl(1-(4-(1-(4-cyanobutyl)-2-oxo-7-phenyl-2,3-dihydro-1H-pyrido[2,3-b][1,4]oxazin-6-yl)phenyl)cyclobutyl)carbamate). Reaction SMILES: [C:1]([O:5][C:6](=[O:39])[NH:7][C:8]1([C:12]2[CH:17]=[CH:16][C:15]([C:18]3[C:19]([C:33]4[CH:38]=[CH:37][CH:36]=[CH:35][CH:34]=4)=[CH:20][C:21]4[N:26]([CH2:27]CC#N)[C:25](=[O:31])[CH2:24][O:23][C:22]=4[N:32]=3)=[CH:14][CH:13]=2)[CH2:11][CH2:10][CH2:9]1)([CH3:4])([CH3:3])[CH3:2].O=C1COC2N=[C:48](C3C=CC(C4(NC(=O)OC(C)(C)C)CCC4)=CC=3)[C:49](C3C=CC=CC=3)=[CH:50][C:43]=2[NH:42]1.BrCCCCC#N>>[C:1]([O:5][C:6](=[O:39])[NH:7][C:8]1([C:12]2[CH:17]=[CH:16][C:15]([C:18]3[C:19]([C:33]4[CH:34]=[CH:35][CH:36]=[CH:37][CH:38]=4)=[CH:20][C:21]4[N:26]([CH2:27][CH2:48][CH2:49][CH2:50][C:43]#[N:42])[C:25](=[O:31])[CH2:24][O:23][C:22]=4[N:32]=3)=[CH:14][CH:13]=2)[CH2:11][CH2:10][CH2:9]1)([CH3:4])([CH3:3])[CH3:2]. Reported procedure: Following the procedure for tert-butyl(1-(4-(1-(2-cyanoethyl)-2-oxo-7-phenyl-2,3-dihydro-1H-pyrido[2,3-b][1,4]oxazin-6-yl)phenyl)cyclobutyl)carbamate, tert-butyl 1-(4-(2-oxo-7-phenyl-2,3-dihydro-1H-pyrido[2,3-b][1,4]oxazin-6-yl)phenyl)cyclobutylcarbamate (100 mg, 0.212 mmol) was reacted with 5-bromopentanenitrile (103 mg, 0.636 mmol) to afford the title compound (82 mg. 1H NMR (500 MHz, CDCl3): 7.20-7.33 (10H, m), 5.03 (1H, br), 4.91 (2H, s), 4.05 (2H, t), 2.45-2.51 (6H, m), 2.05-2.10 (1H, m), 1... The reactants are NC1=C(C(=NN1C1=C(C=C(C=C1Cl)Cl)Cl)C(F)(F)F)C(=O)N (5-amino-3-trifluoromethyl-1-(2,4,6-trichlorophenyl)pyrazole-4-carboxamide), COC=1C=C(C=CC1)CC(=O)Cl (3-methoxyphenylacetyl chloride), [O-]CC.[Na+] (sodium ethoxide). Run in C(C)O (ethanol), C(C)O (ethanol). Run at time 23 hour. Yields the product ClC1=C(C(=CC(=C1)Cl)Cl)N1NC(=C2C1=NC(=NC2=O)CC2=CC(=CC=C2)OC)C(F)(F)F (1-(2,4,6-trichlorophenyl)-3-trifluoromethyl-6-(3-methoxybenzyl)pyrazolo[3,4-d]pyrimidin-4-one). Isolated yield 91.3%. As a reaction SMILES: [NH2:1][C:2]1[N:6]([C:7]2[C:12]([Cl:13])=[CH:11][C:10]([Cl:14])=[CH:9][C:8]=2[Cl:15])[N:5]=[C:4]([C:16]([F:19])([F:18])[F:17])[C:3]=1[C:20]([NH2:22])=[O:21].[CH3:23][O:24][C:25]1[CH:26]=[C:27]([CH2:31][C:32](Cl)=O)[CH:28]=[CH:29][CH:30]=1.[O-]CC.[Na+]>C(O)C>[Cl:15][C:8]1[CH:9]=[C:10]([Cl:14])[CH:11]=[C:12]([Cl:13])[C:7]=1[N:6]1[C:2]2=[N:1][C:32]([CH2:31][C:27]3[CH:28]=[CH:29][CH:30]=[C:25]([O:24][CH3:23])[CH:26]=3)=[N:22][C:20](=[O:21])[C:3]2=[C:4]([C:16]([F:19])([F:18])[F:17])[NH:5]1 |f:2.3|. Reported procedure: To a stirred solution of 186 mg (0.50 mmol) of 5-amino-3-trifluoromethyl-1-(2,4,6-trichlorophenyl)pyrazole-4-carboxamide in 6 mL of absolute ethanol was added 555 mg (3.0 mmol) of 3-methoxyphenylacetyl chloride followed by 2.26 mL (6.0 mmol) of 2.66 M sodium ethoxide in ethanol. The solution was stirred 23 h at reflux, and the heating mantle was then removed. The reaction was treated with 10 mL of 10% aq. HOAc, cooled to ambient temperature, and filtered. The filtrate was washed with 6 mL of 1:1... Starting materials: O1COC2=C1C=CC(=C2)/C=C/C2=NC(=CC(=N2)O)C ((E)-2-(2-benzo[1,3]dioxol-5-yl-vinyl)-6-methyl-pyrimidin-4-ol), O=P(Cl)(Cl)Cl (POCl3). Product: O1COC2=C1C=CC(=C2)/C=C/C2=NC(=CC(=N2)Cl)C ((E)-2-(2-benzo [1,3]dioxol-5-yl-vinyl)-4-chloro-6-methyl-pyrimidine). Yield: 89.6%. As a reaction SMILES: [O:1]1[C:5]2[CH:6]=[CH:7][C:8](/[CH:10]=[CH:11]/[C:12]3[N:17]=[C:16](O)[CH:15]=[C:14]([CH3:19])[N:13]=3)=[CH:9][C:4]=2[O:3][CH2:2]1.O=P(Cl)(Cl)[Cl:22]>>[O:1]1[C:5]2[CH:6]=[CH:7][C:8](/[CH:10]=[CH:11]/[C:12]3[N:17]=[C:16]([Cl:22])[CH:15]=[C:14]([CH3:19])[N:13]=3)=[CH:9][C:4]=2[O:3][CH2:2]1. Reported procedure: In analogy to example 12c), by heating (E)-2-(2-benzo[1,3]dioxol-5-yl-vinyl)-6-methyl-pyrimidin-4-ol (0.5 g, 1.95 mmol) in POCl3 (3.5 ml, 39 mmol) at 130° C. for 4.5 h there was obtained (E)-2-(2-benzo [1,3]dioxol-5-yl-vinyl)-4-chloro-6-methyl-pyrimidine (0.48 g, 90%) as a yellow solid. ISP mass spectrum, m/e: 275.2 (M+1 calculated for C14H11Cl2N2: 275). Product: CSC(=S)N1CCOCC1. Reaction SMILES: [CH2:1]1[CH2:2][O:3][CH2:4][CH2:5][NH:6]1.[CH3:12][O:13][S:14]([O:15][CH3:16])(=[O:17])=[O:18].[Na+:11].[OH-:10].[OH2:19].[S:7]=[C:8]=[S:9]>>[CH2:1]1[CH2:2][O:3][CH2:4][CH2:5][N:6]1[C:8](=[S:7])[S:9][CH3:12]. The reactants are C1COCCN1, COS(=O)(=O)OC, [Na+], [OH-], O, S=C=S. Reactants: C1(CCCCC1)C(CN1C=2N(C(=C(C1=O)CC1=CC=C(C=C1)C1=C(C=CC=C1)C1=NOC(N1)=O)CCC)N=C(N2)C)=O (4-(2-cyclohexyl-2-oxoethyl)-2-methyl-6-{[2′-(5-oxo-4,5-dihydro-1,2,4-oxadiazol-3-yl)biphenyl-4-yl]methyl}-7-propyl[1,2,4]triazolo[1,5-a]pyrimidin-5(4H)-one), Cl.NOC ((aminooxy)methane hydrochloride), N1=CC=CC=C1 (pyridine), Cl (hydrochloric acid). Solvent: O (water), C(C)(=O)OCC (Ethyl acetate). Reaction conditions: temperature 110 celsius, time 16 hour. Yields the product C1(CCCCC1)\C(\CN1C=2N(C(=C(C1=O)CC1=CC=C(C=C1)C1=C(C=CC=C1)C1=NOC(N1)=O)CCC)N=C(N2)C)=N/OC (4-[(2E)-2-cyclohexyl-2-(methoxyimino)ethyl]-2-methyl-6-{[2′-(5-oxo-4,5-dihydro-1,2,4-oxadiazol-3-yl)biphenyl-4-yl]methyl}-7-propyl[1,2,4]triazolo[1,5-a]pyrimidin-5(4H)-one). Isolated yield 25.1%. RXN SMILES: [CH:1]1([C:7](=O)[CH2:8][N:9]2[C:14](=[O:15])[C:13]([CH2:16][C:17]3[CH:22]=[CH:21][C:20]([C:23]4[CH:28]=[CH:27][CH:26]=[CH:25][C:24]=4[C:29]4[NH:33][C:32](=[O:34])[O:31][N:30]=4)=[CH:19][CH:18]=3)=[C:12]([CH2:35][CH2:36][CH3:37])[N:11]3[N:38]=[C:39]([CH3:41])[N:40]=[C:10]23)[CH2:6][CH2:5][CH2:4][CH2:3][CH2:2]1.Cl.[NH2:44][O:45][CH3:46].N1C=CC=CC=1.Cl>O.C(OCC)(=O)C>[CH:1]1(/[C:7](=[N:44]\[O:45][CH3:46])/[CH2:8][N:9]2[C:14](=[O:15])[C:13]([CH2:16][C:17]3[CH:18]=[CH:19][C:20]([C:23]4[CH:28]=[CH:27][CH:26]=[CH:25][C:24]=4[C:29]4[NH:33][C:32](=[O:34])[O:31][N:30]=4)=[CH:21][CH:22]=3)=[C:12]([CH2:35][CH2:36][CH3:37])[N:11]3[N:38]=[C:39]([CH3:41])[N:40]=[C:10]23)[CH2:6][CH2:5][CH2:4][CH2:3][CH2:2]1 |f:1.2|. Procedure details: A mixture of 4-(2-cyclohexyl-2-oxoethyl)-2-methyl-6-{[2′-(5-oxo-4,5-dihydro-1,2,4-oxadiazol-3-yl)biphenyl-4-yl]methyl}-7-propyl[1,2,4]triazolo[1,5-a]pyrimidin-5(4H)-one (0.25 g), (aminooxy)methane hydrochloride (0.74 g) and pyridine (10 mL) was stirred at 110° C. for 16 hr. Ethyl acetate and water were added to the reaction mixture, and the mixture was adjusted to pH 4 with 1 N hydrochloric acid. The ethyl acetate layer was washed with saturated brine, and dried over anhydrous magnesium sulfate....